Task: describe an organic reaction: reactants, conditions, products, and yield. Dataset: the Open Reaction Database (ORD), a public repository of structured organic reaction records Procedure: To 0.24 g of tert-butyl (2,3-dihydro-1,4-benzodioxin-6-ylmethyl)(1-(2-(6-isopropyl-2-oxoquinolin-1(2H)-yl)ethyl)piperidin-4-yl)carbamate, 6 mL of 1,4-dioxane and 2 mL of 4.0 mol/L hydrogen chloride/1,4-dioxane were added, and stirred at room temperature overnight. The solvent was removed under reduced pressure, and the resulting solid was recrystallized in methanol-ethyl acetate to give 91 mg of 1-(2-(4-((2,3-dihydro-1,4-benzodioxin-6-ylmethyl)amino)piperidin-1-yl)ethyl)-6-isopropylquinolin-2(1H... Reaction SMILES: [O:1]1[C:6]2[CH:7]=[CH:8][C:9]([CH2:11][N:12]([CH:20]3[CH2:25][CH2:24][N:23]([CH2:26][CH2:27][N:28]4[C:37]5[C:32](=[CH:33][C:34]([CH:38]([CH3:40])[CH3:39])=[CH:35][CH:36]=5)[CH:31]=[CH:30][C:29]4=[O:41])[CH2:22][CH2:21]3)C(=O)OC(C)(C)C)=[CH:10][C:5]=2[O:4][CH2:3][CH2:2]1.[ClH:42].O1CCOCC1>O1CCOCC1>[ClH:42].[O:1]1[C:6]2[CH:7]=[CH:8][C:9]([CH2:11][NH:12][CH:20]3[CH2:21][CH2:22][N:23]([CH2:26][CH2:27][N:28]4[C:37]5[C:32](=[CH:33][C:34]([CH:38]([CH3:39])[CH3:40])=[CH:35][CH:36]=5)[CH:31]=[CH:30][C:29]4=[O:41])[CH2:24][CH2:25]3)=[CH:10][C:5]=2[O:4][CH2:3][CH2:2]1 |f:1.2,4.5|. Solvent: O1CCOCC1 (1,4-dioxane). Conditions: time 8 hour. Starting materials: O1CCOC2=C1C=CC(=C2)CN(C(OC(C)(C)C)=O)C2CCN(CC2)CCN2C(C=CC1=CC(=CC=C21)C(C)C)=O (tert-butyl (2,3-dihydro-1,4-benzodioxin-6-ylmethyl)(1-(2-(6-isopropyl-2-oxoquinolin-1(2H)-yl)ethyl)piperidin-4-yl)carbamate), Cl.O1CCOCC1 (hydrogen chloride 1,4-dioxane). Yields the product Cl.O1CCOC2=C1C=CC(=C2)CNC2CCN(CC2)CCN2C(C=CC1=CC(=CC=C21)C(C)C)=O (1-(2-(4-((2,3-dihydro-1,4-benzodioxin-6-ylmethyl)amino)piperidin-1-yl)ethyl)-6-isopropylquinolin-2(1H)-one hydrochloride). Starting materials: ClC1=C(C=C(COC2=CC=3C4=C(NC3C=C2)C(CC4)CC(=O)OCC)C=C1)C(F)(F)F (ethyl 2-(7-(4-chloro-3-(trifluoromethyl)benzyloxy)-1,2,3,4-tetrahydrocyclopenta[b]indol-3-yl)acetate), [Br-].C1(CC1)[Zn+] (cyclopropylzinc(II) bromide). Reagents/catalysts: CC(C)([P](C(C)(C)C)([Pd][P](C(C)(C)C)(C(C)(C)C)C(C)(C)C)C(C)(C)C)C (bis(tri-t-butylphosphine)palladium). Solvent: O1CCCC1 (tetrahydrofuran), O1CCCC1 (tetrahydrofuran). Run at temperature 90 celsius. Product: C1(CC1)C1=C(C=C(COC2=CC=3C4=C(NC3C=C2)C(CC4)CC(=O)O)C=C1)C(F)(F)F (2-(7-(4-Cyclopropyl-3-(trifluoromethyl)benzyloxy)-1,2,3,4-tetrahydrocyclopenta[b]indol-3-yl)acetic Acid). As a reaction SMILES: Cl[C:2]1[CH:27]=[CH:26][C:5]([CH2:6][O:7][C:8]2[CH:16]=[CH:15][C:14]3[NH:13][C:12]4[CH:17]([CH2:20][C:21]([O:23]CC)=[O:22])[CH2:18][CH2:19][C:11]=4[C:10]=3[CH:9]=2)=[CH:4][C:3]=1[C:28]([F:31])([F:30])[F:29].[Br-].[CH:33]1([Zn+])[CH2:35][CH2:34]1>O1CCCC1.CC(C)([P](C(C)(C)C)([Pd][P](C(C)(C)C)(C(C)(C)C)C(C)(C)C)C(C)(C)C)C>[CH:33]1([C:2]2[CH:27]=[CH:26][C:5]([CH2:6][O:7][C:8]3[CH:16]=[CH:15][C:14]4[NH:13][C:12]5[CH:17]([CH2:20][C:21]([OH:23])=[O:22])[CH2:18][CH2:19][C:11]=5[C:10]=4[CH:9]=3)=[CH:4][C:3]=2[C:28]([F:31])([F:30])[F:29])[CH2:35][CH2:34]1 |f:1.2,^1:44,50|. Procedure details: To a solution of ethyl 2-(7-(4-chloro-3-(trifluoromethyl)benzyloxy)-1,2,3,4-tetrahydrocyclopenta[b]indol-3-yl)acetate (200.5 mg, 0.444 mmol) in tetrahydrofuran (1 mL) was added 0.5 M cyclopropylzinc(II) bromide solution in tetrahydrofuran (8.87 mL, 4.44 mmol) and bis(tri-t-butylphosphine)palladium (46.3 mg, 0.089 mmol) at room temperature. The mixture was heated at 90° C. for 63 h. The mixture was then quenched with 1 N aqueous HCl solution and filtered through Celite®. The filtrate was extracte... Starting materials: Br, CCc1ccccc1O, CS(C)=O, CC(=O)O, O. The product is CCc1cc(Br)ccc1O. As a reaction SMILES: [BrH:10].[CH2:1]([CH3:2])[c:3]1[c:4]([OH:9])[cH:5][cH:6][cH:7][cH:8]1.[CH3:11][S:12]([CH3:13])=[O:14].[CH3:15][C:16](=[O:17])[OH:18].[OH2:19]>>[CH2:1]([CH3:2])[c:3]1[c:4]([OH:9])[cH:5][cH:6][c:7]([Br:10])[cH:8]1. Starting materials: OC1C(OC2=C1C=C(C(=C2C)C)NC(CC(C)(C)C)=O)(C)C (N-(3-Hydroxy-2,2,6,7-tetramethyl-2,3-dihydro-1-benzofuran-5-yl)-3,3-dimethylbutanamide), COC1=C(C=CC=C1)N ((2-methoxyphenyl)amine). The solvent is C(C)(=O)OCC.CCCCCC (ethyl acetate hexane). Yields the product COC1=C(C=CC=C1)NC1C(OC2=C1C=C(C(=C2C)C)NC(CC(C)(C)C)=O)(C)C (N-(3-((2-Methoxyphenyl)amino)-2,2,6,7-tetramethyl-2,3-dihydro-1-benzofuran-5-yl)-3,3-dimethylbutanamide). Yield: 75.0%. Reaction SMILES: O[CH:2]1[C:6]2[CH:7]=[C:8]([NH:13][C:14](=[O:20])[CH2:15][C:16]([CH3:19])([CH3:18])[CH3:17])[C:9]([CH3:12])=[C:10]([CH3:11])[C:5]=2[O:4][C:3]1([CH3:22])[CH3:21].[CH3:23][O:24][C:25]1[CH:30]=[CH:29][CH:28]=[CH:27][C:26]=1[NH2:31]>C(OCC)(=O)C.CCCCCC>[CH3:23][O:24][C:25]1[CH:30]=[CH:29][CH:28]=[CH:27][C:26]=1[NH:31][CH:2]1[C:6]2[CH:7]=[C:8]([NH:13][C:14](=[O:20])[CH2:15][C:16]([CH3:17])([CH3:19])[CH3:18])[C:9]([CH3:12])=[C:10]([CH3:11])[C:5]=2[O:4][C:3]1([CH3:21])[CH3:22] |f:2.3|. Reported procedure: Using N-(3-hydroxy-2,2,6,7-tetramethyl-2,3-dihydro-1-benzofuran-5-yl)-3,3-dimethylbutanamide obtained in Example 235 and (2-methoxyphenyl)amine, the title compound was synthesized in the same manner as in Example 297. Yield: 75%. Melting point: 184-185° C. (ethyl acetate-hexane). Starting materials: ClC1=CC=C(C=C1)C(C=1C(=NN(C1C(F)(F)F)C1CC1)C(=O)O)NC1=CN(C(C(=C1)C)=O)C (4-((4-chlorophenyl)((1,5-dimethyl-6-oxo-1,6-dihydropyridin-3-yl)amino)methyl)-1-cyclopropyl-5-(trifluoromethyl)-1H-pyrazole-3-carboxylic acid). The solvent is C(Cl)Cl (CH2Cl2). The product is ClC1=CC=C(C=C1)C1N(C(C2=NN(C(=C21)C(F)(F)F)C2CC2)=O)C2=CN(C(C(=C2)C)=O)C (4-(4-chlorophenyl)-2-cyclopropyl-5-(1,5-dimethyl-6-oxo-1,6-dihydropyridin-3-yl)-3-(trifluoromethyl)-4,5-dihydropyrrolo[3,4-c]pyrazol-6(2H)-one). As a reaction SMILES: [Cl:1][C:2]1[CH:7]=[CH:6][C:5]([CH:8]([NH:24][C:25]2[CH:30]=[C:29]([CH3:31])[C:28](=[O:32])[N:27]([CH3:33])[CH:26]=2)[C:9]2[C:10]([C:21]([OH:23])=O)=[N:11][N:12]([CH:18]3[CH2:20][CH2:19]3)[C:13]=2[C:14]([F:17])([F:16])[F:15])=[CH:4][CH:3]=1>C(Cl)Cl>[Cl:1][C:2]1[CH:3]=[CH:4][C:5]([CH:8]2[C:9]3[C:10](=[N:11][N:12]([CH:18]4[CH2:20][CH2:19]4)[C:13]=3[C:14]([F:16])([F:17])[F:15])[C:21](=[O:23])[N:24]2[C:25]2[CH:30]=[C:29]([CH3:31])[C:28](=[O:32])[N:27]([CH3:33])[CH:26]=2)=[CH:6][CH:7]=1. Procedure: The title compound was prepared in analogy to the procedure described in Example 1 using 4-((4-chlorophenyl)((1,5-dimethyl-6-oxo-1,6-dihydropyridin-3-yl)amino)methyl)-1-cyclopropyl-5-(trifluoromethyl)-1H-pyrazole-3-carboxylic acid (Step 43.2) at RT for 30 min. tR: 1.10 min (LC-MS 2); ESI-MS: 463 [M+H]+ (LC-MS 2); Rf=0.43 (CH2Cl2/5% MeOH/1% ammonia); 1H NMR (400 MHz, DMSO-d6) δ ppm 1.08-1.21 (m, 2H) 1.21-1.37 (m, 2H) 1.89 (s, 3H) 3.33 (s, 3H) 3.87-3.97 (m, 1H) 6.32 (s, 1H) 7.23 (d, J=8.6 Hz, 2H) ... Reactants: CC(C)(C)[Si](C)(C)OCc1cccc(Br)n1, C1COCCO1, CC1(C)c2cccc(P(c3ccccc3)c3ccccc3)c2Oc2c(P(c3ccccc3)c3ccccc3)cccc21, CCOC(C)=O, [K+], [K+], [K+], Nc1nccs1, O=P([O-])([O-])[O-]. Yields the product CC(C)(C)[Si](C)(C)OCc1cccc(Nc2nccs2)n1. Reaction SMILES: [Br:1][c:2]1[n:3][c:4]([CH2:8][O:9][Si:10]([CH3:11])([CH3:12])[C:13]([CH3:14])([CH3:15])[CH3:16])[cH:5][cH:6][cH:7]1.[CH2:79]1[O:80][CH2:81][CH2:82][O:83][CH2:84]1.[CH3:23][C:24]1([CH3:25])[c:26]2[cH:27][cH:28][cH:29][c:30]([P:31]([c:32]3[cH:33][cH:34][cH:35][cH:36][cH:37]3)[c:38]3[cH:39][cH:40][cH:41][cH:42][cH:43]3)[c:44]2[O:45][c:46]2[c:47]1[cH:48][cH:49][cH:50][c:51]2[P:52]([c:53]1[cH:54][cH:55][cH:56][cH:57][cH:58]1)[c:59]1[cH:60][cH:61][cH:62][cH:63][cH:64]1.[CH3:73][CH2:74][O:75][C:76](=[O:77])[CH3:78].[K+:70].[K+:71].[K+:72].[NH2:17][c:18]1[s:19][cH:20][cH:21][n:22]1.[P:65]([O-:66])([O-:67])([O-:68])=[O:69]>>[c:2]1([NH:17][c:18]2[s:19][cH:20][cH:21][n:22]2)[n:3][c:4]([CH2:8][O:9][Si:10]([CH3:11])([CH3:12])[C:13]([CH3:14])([CH3:15])[CH3:16])[cH:5][cH:6][cH:7]1. The reactants are Brc1c(-c2ccccc2)nc2n1-c1cccnc1Nc1ccccc1-2, CC(C)(C)OC(=O)NC1(c2ccc(B3OC(C)(C)C(C)(C)O3)cc2)CC1, [K+], [K+], [K+], C1COCCO1, O, O=P([O-])([O-])[O-]. Product: CC(C)(C)OC(=O)NC1(c2ccc(-c3c(-c4ccccc4)nc4n3-c3cccnc3Nc3ccccc3-4)cc2)CC1. As a reaction SMILES: [Br:1][c:2]1[c:3](-[c:20]2[cH:21][cH:22][cH:23][cH:24][cH:25]2)[n:4][c:5]2[n:6]1-[c:7]1[c:8]([n:16][cH:17][cH:18][cH:19]1)[NH:9][c:10]1[c:11]-2[cH:12][cH:13][cH:14][cH:15]1.[CH3:26][C:27]1([CH3:28])[C:29]([CH3:30])([CH3:31])[O:32][B:33]([c:34]2[cH:35][cH:36][c:37]([C:40]3([NH:43][C:44]([O:45][C:46]([CH3:47])([CH3:48])[CH3:49])=[O:50])[CH2:41][CH2:42]3)[cH:38][cH:39]2)[O:51]1.[K+:57].[K+:58].[K+:59].[O:60]1[CH2:61][CH2:62][O:63][CH2:64][CH2:65]1.[OH2:66].[P:52]([O-:53])([O-:54])([O-:55])=[O:56]>>[c:2]1(-[c:34]2[cH:35][cH:36][c:37]([C:40]3([NH:43][C:44]([O:45][C:46]([CH3:47])([CH3:48])[CH3:49])=[O:50])[CH2:41][CH2:42]3)[cH:38][cH:39]2)[c:3](-[c:20]2[cH:21][cH:22][cH:23][cH:24][cH:25]2)[n:4][c:5]2[n:6]1-[c:7]1[c:8]([n:16][cH:17][cH:18][cH:19]1)[NH:9][c:10]1[c:11]-2[cH:12][cH:13][cH:14][cH:15]1. Reactants: CC[SiH](CC)CC, COC(=O)c1cc(Cl)cc2c1NC(c1cccc([N+](=O)[O-])c1)C(C)(C)C2O, O=C(O)C(F)(F)F. The product is COC(=O)c1cc(Cl)cc2c1NC(c1cccc([N+](=O)[O-])c1)C(C)(C)C2. RXN SMILES: [CH2:35]([SiH:36]([CH2:37][CH3:38])[CH2:39][CH3:40])[CH3:41].[CH3:1][O:2][C:3](=[O:4])[c:5]1[cH:6][c:7]([Cl:27])[cH:8][c:9]2[c:14]1[NH:13][CH:12]([c:15]1[cH:16][c:17]([N+:21](=[O:22])[O-:23])[cH:18][cH:19][cH:20]1)[C:11]([CH3:24])([CH3:25])[CH:10]2[OH:26].[OH:28][C:29]([C:30]([F:31])([F:32])[F:33])=[O:34]>>[CH3:1][O:2][C:3](=[O:4])[c:5]1[cH:6][c:7]([Cl:27])[cH:8][c:9]2[c:14]1[NH:13][CH:12]([c:15]1[cH:16][c:17]([N+:21](=[O:22])[O-:23])[cH:18][cH:19][cH:20]1)[C:11]([CH3:24])([CH3:25])[CH2:10]2. Reactants: C(C)(C)(C)OC(=O)C1N(CCC1)C(C(C)NC(=O)OCC1=CC=CC=C1)=O (1-(2-Benzyloxycarbonylamino-propionyl)-pyrrolidine-2-carboxylic acid tert-butyl ester), NC1=C(C=C(C(=O)O)C=C1)Cl (4-Amino-3-chlorobenzoic acid), CCN(C(C)C)C(C)C (DIEA), C=1C=CC2=C(C1)N=NN2O (HOBT), C(CCl)Cl (EDC). Reagents/catalysts: [Pd] (Pd/C). The solvent is C(Cl)Cl (CH2Cl2), CN(C)C=O (DMF), CCOC(=O)C (EtOAc), CO (MeOH), CCOC(=O)C (EtOAc). Run at time 48 hour. The product is C(C)(C)(C)OC(=O)C1N(CCC1)C(C(C)NC(C1=CC(=C(C=C1)N)Cl)=O)=O (1-[2-(4-Amino-3-chloro-benzoylamino)-propionyl]-pyrrolidine-2-carboxylic acid tert-butyl ester). The yield is 72.0%. Reaction SMILES: [C:1]([O:5][C:6]([CH:8]1[CH2:12][CH2:11][CH2:10][N:9]1[C:13](=[O:27])[CH:14]([NH:16][C:17]([O:19]CC1C=CC=CC=1)=O)[CH3:15])=[O:7])([CH3:4])([CH3:3])[CH3:2].[NH2:28][C:29]1[CH:37]=[CH:36][C:32](C(O)=O)=[CH:31][C:30]=1[Cl:38].CCN(C(C)C)C(C)C.C1C=CC2N(O)N=NC=2C=1.C(Cl)CCl>CO.CCOC(C)=O.C(Cl)Cl.[Pd].CN(C=O)C>[C:1]([O:5][C:6]([CH:8]1[CH2:12][CH2:11][CH2:10][N:9]1[C:13](=[O:27])[CH:14]([NH:16][C:17](=[O:19])[C:32]1[CH:36]=[CH:37][C:29]([NH2:28])=[C:30]([Cl:38])[CH:31]=1)[CH3:15])=[O:7])([CH3:2])([CH3:3])[CH3:4]. Procedure details: To a solution of 95 (10.50 g, 27.9 mmol) in MeOH (100 ml) was added a suspension of 10% Pd/C (5.00 g) in EtOAc (50 ml). The mixture was stirred under H2 for 48 hours, filtered through celite and the solvent evaporated to yield a waxy solid. This was dissolved in CH2Cl2 (100 ml) and DMF (50 ml) and the solution cooled to 0° C. 4-Amino-3-chlorobenzoic acid (5.82 g, 27.2 mmol), DIEA (14.58 mL, 83.7 mmol), HOBT (3.77 g, 27.9 mmol) and EDC (6.68 g, 34.8 mmol) were added and the solution stirred at 0°... The reactants are C(C)(C)(C)S(=O)(=O)C[C@H](C(=O)N[C@H](C(=O)N[C@@H](CC1CCC(CC1)=O)[C@H]1OC(O[C@H]1C1CC1)(C)C)CC=1N=CNC1)CC1=CC=CC=C1 ((S)-α-[(S)-α-[(tert-butylsulphonyl)methyl]hydrocinnamamido]-N-[(S)-1-[(4R,5S)-5-cyclopropyl-2,2-dimethyl-1,3-dioxolan-4-yl]-2-(4-oxocyclohexyl)ethyl]imidazole-4-propionamide). Solvent: CO (methanol), Cl (hydrochloric acid). Product: C(C)(C)(C)S(=O)(=O)C[C@H](C(=O)N[C@H](C(=O)N[C@H]([C@H]([C@@H](O)C1CC1)O)CC1CCC(CC1)=O)CC=1N=CNC1)CC1=CC=CC=C1 ((S)-α-[(S)-α-[(tert-butylsulphonyl)methyl]hydrocinnamamido]-N-[(1S,2R,3S)-3-cyclopropyl-2,3-dihydroxy-1-[(4-oxocyclohexyl)methyl]propyl]imidazole-4-propionamide). Yield: 6.7%. RXN SMILES: [C:1]([S:5]([CH2:8][C@@H:9]([CH2:42][C:43]1[CH:48]=[CH:47][CH:46]=[CH:45][CH:44]=1)[C:10]([NH:12][C@@H:13]([CH2:36][C:37]1[N:38]=[CH:39][NH:40][CH:41]=1)[C:14]([NH:16][C@H:17]([C@@H:26]1[C@H:30]([CH:31]2[CH2:33][CH2:32]2)[O:29]C(C)(C)[O:27]1)[CH2:18][CH:19]1[CH2:24][CH2:23][C:22](=[O:25])[CH2:21][CH2:20]1)=[O:15])=[O:11])(=[O:7])=[O:6])([CH3:4])([CH3:3])[CH3:2]>CO.Cl>[C:1]([S:5]([CH2:8][C@@H:9]([CH2:42][C:43]1[CH:44]=[CH:45][CH:46]=[CH:47][CH:48]=1)[C:10]([NH:12][C@@H:13]([CH2:36][C:37]1[N:38]=[CH:39][NH:40][CH:41]=1)[C:14]([NH:16][C@@H:17]([CH2:18][CH:19]1[CH2:24][CH2:23][C:22](=[O:25])[CH2:21][CH2:20]1)[C@@H:26]([OH:27])[C@H:30]([CH:31]1[CH2:32][CH2:33]1)[OH:29])=[O:15])=[O:11])(=[O:7])=[O:6])([CH3:4])([CH3:2])[CH3:3]. Reported procedure: A solution of 90 mg (0.3 mmol) of (S)-α-[(S)-α-[(tert-butylsulphonyl)methyl]hydrocinnamamido]-N-[(S)-1-[(4R,5S)-5-cyclopropyl-2,2-dimethyl-1,3-dioxolan-4-yl]-2-(4-oxocyclohexyl)ethyl]imidazole-4-propionamide in 1 ml of methanol and 1 ml of 2N hydrochloric acid is stirred at room temperature for 3 hours. Subsequently, the reaction solution is evaporated and, for purification, the residue is chromatographed on 20 g of silica gel using a 14:1:0.1 mixture of methylene chloride, methanol and ammonia ...